The task is: describe an organic reaction: reactants, conditions, products, and yield. This data is from the Open Reaction Database (ORD), a public repository of structured organic reaction records. Reported procedure: In the manner described in Example 3, treatment of 2-(3-carboxypropyl)cyclopentan-1-one (Example 5) with p-toluenesulfonic acid monohydrate in ethanol gives a colorless oil, b.p. 93° C. (0.10 mm). Reaction SMILES: [C:1]([CH2:4][CH2:5][CH2:6][CH:7]1[CH2:11][CH2:10][CH2:9][C:8]1=[O:12])([OH:3])=[O:2].O.[C:14]1(C)C=CC(S(O)(=O)=O)=C[CH:15]=1>C(O)C>[C:1]([CH2:4][CH2:5][CH2:6][CH:7]1[CH2:11][CH2:10][CH2:9][C:8]1=[O:12])([O:3][CH2:14][CH3:15])=[O:2] |f:1.2|. The reactants are C(=O)(O)CCCC1C(CCC1)=O (2-(3-carboxypropyl)cyclopentan-1-one), O.C1(=CC=C(C=C1)S(=O)(=O)O)C (p-toluenesulfonic acid monohydrate). Run in C(C)O (ethanol). The product is C(=O)(OCC)CCCC1C(CCC1)=O (2-(3-carbethoxypropyl)cyclopentan-1-one). Starting materials: O1CCCN2CC=COC12 (tetrahydro-1,8-dioxa-4a-aza-naphthalene), (mono)hydroxy tetrahydro-1,8-dioxa-4a-aza-naphthalene, [N-]=C=O (isocyanate). The product is O1CCCN2CC=COC12.NC(=O)OCC (urethane tetrahydro-1,8-dioxa-4a-aza-naphthalene). As a reaction SMILES: [O:1]1[CH:10]2[N:5]([CH2:6][CH:7]=[CH:8][O:9]2)[CH2:4][CH2:3][CH2:2]1.[N-]=C=O>>[O:1]1[CH:10]2[N:5]([CH2:6][CH:7]=[CH:8][O:9]2)[CH2:4][CH2:3][CH2:2]1.[NH2:5][C:10]([O:1][CH2:2][CH3:3])=[O:9] |f:2.3|. Reported procedure: Alternately, the tetrahydro-1,8-dioxa-4a-aza-naphthalene may be functionalized, for example, via reaction of (mono)hydroxy tetrahydro-1,8-dioxa-4a-aza-naphthalene with isocyanate to give urethane tetrahydro-1,8-dioxa-4a-aza-naphthalene, or with diisocyanates, for example, 1,6-hexamethylene diisocyanate, to give diurethane ditetrahydro-1,8-dioxa-4a-aza-naphthalenes, or DESMODUR® 3300 commercially available from Bayer Corporation, Pittsburgh, Pa. which contains multifunctional isocyanates, such as... Starting materials: CS(=O)C1=NN2C(C=N1)=CC=C2C=2C=NC(=CC2)OC (2-methanesulfinyl-7-(6-methoxy-pyridin-3-yl)-pyrrolo[2,1-f][1,2,4]triazine), NC1=CC2=C(NC(N2)=O)C=C1 (5-amino-1,3-dihydro-benzimidazol-2-one). Product: COC1=CC=C(C=N1)C1=CC=C2C=NC(=NN21)NC2=CC1=C(NC(N1)=O)C=C2 (5-[7-(6-Methoxy-pyridin-3-yl)-pyrrolo[2,1-f][1,2,4]triazin-2-ylamino]-1,3-dihydro-benzimidazol-2-one). Reaction SMILES: CS([C:4]1[N:9]=[CH:8][C:7]2=[CH:10][CH:11]=[C:12]([C:13]3[CH:14]=[N:15][C:16]([O:19][CH3:20])=[CH:17][CH:18]=3)[N:6]2[N:5]=1)=O.[NH2:21][C:22]1[CH:31]=[CH:30][C:25]2[NH:26][C:27](=[O:29])[NH:28][C:24]=2[CH:23]=1>>[CH3:20][O:19][C:16]1[N:15]=[CH:14][C:13]([C:12]2[N:6]3[C:7]([CH:8]=[N:9][C:4]([NH:21][C:22]4[CH:31]=[CH:30][C:25]5[NH:26][C:27](=[O:29])[NH:28][C:24]=5[CH:23]=4)=[N:5]3)=[CH:10][CH:11]=2)=[CH:18][CH:17]=1. Procedure: Following the synthetic and purification procedures described in Example 1293d, 2-methanesulfinyl-7-(6-methoxy-pyridin-3-yl)-pyrrolo[2,1-f][1,2,4]triazine (60 mg, 0.2 mmol) was coupled with 5-amino-1,3-dihydro-benzimidazol-2-one (54 mg, 0.36 mmol) at 105° C. for 86 h to afford the title compound. Yield of TFA salt: 43 mg (44%) of tan powder. LC/MS: 374 (M+H); HPLC: 97% pure, RT=2.20 min; 1H NMR: (DMSO, δ) 10.49 (s, 1H), 10.39 (s, 1H), 9.20 (s, 1H), 8.88 (s, 1H), 8.83 (s, 1H), 8.47 (dd, J=8.4, 2.... Reactants: CC1=C2NC(C(NC2=CC=C1C)=O)=O (5,6-dimethyl-1,4dihydro-quinoxaline-2,3-dione), [N+](=O)([O-])[O-].[K+] (KNO3). The solvent is OS(=O)(=O)O (H2SO4). Run at time 2 hour. Product: CC1=C2NC(C(NC2=CC(=C1C)[N+](=O)[O-])=O)=O (5,6-Dimethyl-7-nitro-1,4-dihydro-quinoxaline-2,3-dione). Reaction SMILES: [CH3:1][C:2]1[C:11]([CH3:12])=[CH:10][CH:9]=[C:8]2[C:3]=1[NH:4][C:5](=[O:14])[C:6](=[O:13])[NH:7]2.[N+:15]([O-])([O-:17])=[O:16].[K+]>OS(O)(=O)=O>[CH3:1][C:2]1[C:11]([CH3:12])=[C:10]([N+:15]([O-:17])=[O:16])[CH:9]=[C:8]2[C:3]=1[NH:4][C:5](=[O:14])[C:6](=[O:13])[NH:7]2 |f:1.2|. Procedure: To a solution of 5,6-dimethyl-1,4dihydro-quinoxaline-2,3-dione (28.5 g, 150 mmol) in concentrated H2SO4 (50 mL) was added KNO3 (15.15 g, 150 mmol) portionwise keeping temperature below 5° C. Reaction mixture was stirred for 2 hours and poured over ice. Yellow precipitate was filtered, washed, and air dried. Reagents/catalysts: [Pd] (palladium). Product: C(C)OCN1C(=O)N(C=2N=CNC2C1=O)C (1-Ethoxymethyl-3-methylxanthine). Run in C(C)O (ethanol). Procedure details: 17.5 g (0.056 mol) of 7-benzyl-1-ethoxymethyl-3-methylxanthine were hydrogenated over 1.8 g of palladium (10%) on activated carbon at room temperature for 8 hours in 500 ml of ethanol. The catalyst was filtered off and the filtrate was concentrated to dryness and crystallized from dimethylformamide/diisopropyl ether. RXN SMILES: C([N:8]1[C:16]2[C:15](=[O:17])[N:14]([CH2:18][O:19][CH2:20][CH3:21])[C:13](=[O:22])[N:12]([CH3:23])[C:11]=2[N:10]=[CH:9]1)C1C=CC=CC=1>C(O)C.[Pd]>[CH2:20]([O:19][CH2:18][N:14]1[C:15](=[O:17])[C:16]2[NH:8][CH:9]=[N:10][C:11]=2[N:12]([CH3:23])[C:13]1=[O:22])[CH3:21]. Reactants: C(C1=CC=CC=C1)N1C=NC=2N(C(N(C(C12)=O)COCC)=O)C (7-benzyl-1-ethoxymethyl-3-methylxanthine). Starting materials: ClC1=CC=CC2=C1N=C(S2)N (4-chlorobenzo[d]thiazol-2-amine), [OH-].[K+] (KOH), CC(=O)O (AcOH). The solvent is O (H2O), O (H2O). Conditions: temperature 150 celsius, time 8 hour. The product is NC1=C(C=CC=C1Cl)S (2-Amino-3-chlorobenzenethiol). Reaction SMILES: [Cl:1][C:2]1[C:7]2[N:8]=C(N)[S:10][C:6]=2[CH:5]=[CH:4][CH:3]=1.[OH-].[K+].CC(O)=O>O>[NH2:8][C:7]1[C:2]([Cl:1])=[CH:3][CH:4]=[CH:5][C:6]=1[SH:10] |f:1.2|. Procedure: The 4-chlorobenzo[d]thiazol-2-amine (2.00 g, 10.83 mmol) was combined with KOH (10.0 g, 178.2 mmol) and H2O (20 mL). The rsulting mixture was heated at 150° C. overnight. The solid became a thick paste overnight. After 24 h, the mixture was allowed to cool to room temperatureand diluted with H2O. A solution of AcOH was added to bring the pH down to 4 to 5. Starting materials: C1=NN=C2C(N=C3C=CC=CC3=C21)=O (pyrazolo[3,4-c]quinolin-4-one), Formula XXIII, C1(=CC=CC=C1)P(=O)(C1=CC=CC=C1)N=[N+]=[N-] (diphenyl phosphoryl azide). Yields the product C=1(NN=C2C=NC=3C=CC=CC3C21)N (pyrazolo[3,4-c]quinolin-1-amine), Formula XXIII. Reaction SMILES: [CH:1]1[C:13]2[C:4]([C:5](=O)[N:6]=[C:7]3[C:12]=2[CH:11]=[CH:10][CH:9]=[CH:8]3)=[N:3][N:2]=1.C1(P([N:29]=[N+]=[N-])(C2C=CC=CC=2)=O)C=CC=CC=1>>[C:1]1([NH2:29])[NH:2][N:3]=[C:4]2[C:13]=1[C:12]1[CH:11]=[CH:10][CH:9]=[CH:8][C:7]=1[N:6]=[CH:5]2. Reported procedure: In step (2) of Reaction Scheme III, a pyrazolo[3,4-c]quinolin-4-one of Formula XXIII is treated with diphenyl phosphoryl azide to provide a pyrazolo[3,4-c]quinolin-1-amine of Formula XXIII.